This data is from the Open Reaction Database (ORD), a public repository of structured organic reaction records. The task is: describe an organic reaction: reactants, conditions, products, and yield Starting materials: ClC=1C=C(C(=C(C1)C=1C=C2CC[C@@H](C2=CC1)NC(=O)C1(COC1)N)C1=NOC(=N1)C)F (3-amino-oxetane-3-carboxylic acid{(S)-5-[5-chloro-3-fluoro-2-(5-methyl-[1,2,4]oxadiazol-3-yl)-phenyl]-indan-1-yl}-amide), O1N=CC=C1C(=O)O (isoxazole-5-carboxylic acid). Yields the product ClC=1C=C(C(=C(C1)C=1C=C2CC[C@@H](C2=CC1)NC(=O)C1(COC1)NC(=O)C1=CC=NO1)C1=NOC(=N1)C)F (Isoxazole-5-carboxylic acid (3-{(S)-5-[5-chloro-3-fluoro-2-(5-methyl-[1,2,4]oxadiazol-3-yl)-phenyl]-indan-1-ylcarbamoyl}-oxetan-3-yl)-amide). Reaction SMILES: [Cl:1][C:2]1[CH:3]=[C:4]([F:31])[C:5]([C:25]2[N:29]=[C:28]([CH3:30])[O:27][N:26]=2)=[C:6]([C:8]2[CH:9]=[C:10]3[C:14](=[CH:15][CH:16]=2)[C@@H:13]([NH:17][C:18]([C:20]2([NH2:24])[CH2:23][O:22][CH2:21]2)=[O:19])[CH2:12][CH2:11]3)[CH:7]=1.[O:32]1[C:36]([C:37](O)=[O:38])=[CH:35][CH:34]=[N:33]1>>[Cl:1][C:2]1[CH:3]=[C:4]([F:31])[C:5]([C:25]2[N:29]=[C:28]([CH3:30])[O:27][N:26]=2)=[C:6]([C:8]2[CH:9]=[C:10]3[C:14](=[CH:15][CH:16]=2)[C@@H:13]([NH:17][C:18]([C:20]2([NH:24][C:37]([C:36]4[O:32][N:33]=[CH:34][CH:35]=4)=[O:38])[CH2:21][O:22][CH2:23]2)=[O:19])[CH2:12][CH2:11]3)[CH:7]=1. Procedure: In analogy to the procedures described for the preparation of intermediate A-1 [B], 3-amino-oxetane-3-carboxylic acid{(S)-5-[5-chloro-3-fluoro-2-(5-methyl-[1,2,4]oxadiazol-3-yl)-phenyl]-indan-1-yl}-amide (example 49) was coupled with isoxazole-5-carboxylic acid to yield the title compound as yellow oil. MS: 538.1 (MH+, 1Cl). Reaction SMILES: [CH3:48][OH:49].[CH3:5][C:6](=[O:7])[O-:8].[ClH:1].[NH2:2][OH:3].[Na+:34].[Na+:4].[OH-:33].[OH:35][C:36]([CH2:37][C:38]([C:39](=[O:40])[OH:41])([CH2:42][C:43](=[O:44])[OH:45])[OH:46])=[O:47].[OH:9][CH:10]1[C:11]([CH:25]=[CH:26][c:27]2[cH:28][cH:29][cH:30][cH:31][cH:32]2)=[C:12]([CH2:16][CH2:17][CH2:18][CH2:19][CH2:20][CH2:21][C:22](=[O:23])[OH:24])[C:13](=[O:15])[CH2:14]1>>[N:2]([OH:3])=[C:13]1[C:12]([CH2:16][CH2:17][CH2:18][CH2:19][CH2:20][CH2:21][C:22](=[O:23])[OH:24])=[C:11]([CH:25]=[CH:26][c:27]2[cH:28][cH:29][cH:30][cH:31][cH:32]2)[CH:10]([OH:9])[CH2:14]1. The product is O=C(O)CCCCCCC1=C(C=Cc2ccccc2)C(O)CC1=NO. Starting materials: CO, CC(=O)[O-], Cl, NO, [Na+], [Na+], [OH-], O=C(O)CC(O)(CC(=O)O)C(=O)O, O=C(O)CCCCCCC1=C(C=Cc2ccccc2)C(O)CC1=O. Reactants: CCOCC, CC(C)O, O=C(c1ccccc1)c1ccccc1Nc1nc(Cl)ncc1[N+](=O)[O-], Cl, CC(=O)Nc1ccc(N)cc1. Yields the product Cl, CC(=O)Nc1ccc(Nc2ncc([N+](=O)[O-])c(Nc3ccccc3C(=O)c3ccccc3)n2)cc1. As a reaction SMILES: [CH3:38][CH2:39][O:40][CH2:41][CH3:42].[CH3:43][CH:44]([OH:45])[CH3:46].[Cl:1][c:2]1[n:3][cH:4][c:5]([N+:23](=[O:24])[O-:25])[c:6]([NH:8][c:9]2[c:10]([C:15](=[O:16])[c:17]3[cH:18][cH:19][cH:20][cH:21][cH:22]3)[cH:11][cH:12][cH:13][cH:14]2)[n:7]1.[ClH:37].[NH2:26][c:27]1[cH:28][cH:29][c:30]([NH:33][C:34]([CH3:35])=[O:36])[cH:31][cH:32]1>>[ClH:1].[c:2]1([NH:26][c:27]2[cH:28][cH:29][c:30]([NH:33][C:34]([CH3:35])=[O:36])[cH:31][cH:32]2)[n:3][cH:4][c:5]([N+:23](=[O:24])[O-:25])[c:6]([NH:8][c:9]2[c:10]([C:15](=[O:16])[c:17]3[cH:18][cH:19][cH:20][cH:21][cH:22]3)[cH:11][cH:12][cH:13][cH:14]2)[n:7]1. The reactants are C(#N)CC(=O)N[C@H](C(=O)O)CC=1N=CNC1 ((S)-2-(Cyanoacetylamino)-3-(1H-imidazol-4-yl)propionic acid), [H][H] (hydrogen). Reagents/catalysts: [Rh] (Rh/C). Run in N (ammonia), CO (methanol), N (ammonia), CO (methanol). Reaction conditions: temperature 90 celsius. The product is C1=C(NC=N1)C[C@@H](C(=O)O)NC(=O)CCN (L-Carnosine). As a reaction SMILES: [H][H].[C:3]([CH2:5][C:6]([NH:8][C@@H:9]([CH2:13][C:14]1[N:15]=[CH:16][NH:17][CH:18]=1)[C:10]([OH:12])=[O:11])=[O:7])#[N:4]>N.CO.[Rh]>[CH:18]1[N:17]=[CH:16][NH:15][C:14]=1[CH2:13][C@H:9]([NH:8][C:6]([CH2:5][CH2:3][NH2:4])=[O:7])[C:10]([OH:12])=[O:11]. Reported procedure: A 1-litre pressure autoclave was initially charged with 1.76 g of Rh/C (0.4 mol % pure Rh, based on reactant used) in a mixture of 94.2 g of ammonia solution (25% in H2O) and 62.8 g of methanol. The autoclave was closed, and the contents were heated to 90° C. and the autoclave was pressurized with 40 bar of hydrogen. A, solution of 20.0 g (0.09 mol) of (S)-2-(cyanoacetyl-amino)-3-(1H-imidazol-4-yl)propionic acid (prepared according to Example 3) in a mixture of 94.2 g of ammonia solution (25% in... The reactants are solution, C(C)(CC)[Li] (sec-butyl lithium), C1CCCCC1 (cyclohexane), C(C)OP(OCC)(=O)CCCC=C (4-pentenyl phosphonic acid diethyl ester). The solvent is O1CCCC1 (tetrahydrofuran). Run at temperature 0 celsius, time 3 hour. Yields the product C(C)OP(OCC)(=O)C(CCC=C)CCCCCCCCCC (1-pentadecene-5-phosphonic acid diethyl ester). The yield is 73.0%. RXN SMILES: [CH2:1]([O:3][P:4]([CH2:9][CH2:10][CH2:11][CH:12]=[CH2:13])(=[O:8])[O:5][CH2:6][CH3:7])[CH3:2].[CH:14]([Li])([CH2:16][CH3:17])[CH3:15].[CH2:19]1[CH2:24][CH2:23][CH2:22][CH2:21][CH2:20]1>O1CCCC1>[CH2:6]([O:5][P:4]([CH:9]([CH2:15][CH2:14][CH2:16][CH2:17][CH2:23][CH2:24][CH2:19][CH2:20][CH2:21][CH3:22])[CH2:10][CH2:11][CH:12]=[CH2:13])(=[O:8])[O:3][CH2:1][CH3:2])[CH3:7]. Procedure: A solution of 4-pentenyl phosphonic acid diethyl ester (2.832 g, 13.7 mmol) in anhydrous tetrahydrofuran (20 mL) and cooled to about −78° C. A 1.3 M solution of sec-butyl lithium in cyclohexane (15 mL, 19.5 mmol) was added slowly to the mixture keeping the temperature below −60° C. 1-lododecane (6.32 g, 23.6 mmol, 1.8 eq.) was then added slowly to the reaction mixture. The mixture was warmed to 0° C. and was stirred for three hours. The reaction was then quenched with NH4Cl (saturated, 20 mL). T... Starting materials: ClC(Cl)(Cl)Cl, C=CCc1cccc(NC(=O)CCCl)c1, [H-], [Na+], c1ccccc1. The product is C=CCc1cccc(N2CCC2=O)c1. RXN SMILES: [C:24]([Cl:25])([Cl:26])([Cl:27])[Cl:28].[CH2:3]([CH:4]=[CH2:5])[c:6]1[cH:7][c:8]([NH:12][C:13]([CH2:14][CH2:15][Cl:16])=[O:17])[cH:9][cH:10][cH:11]1.[H-:1].[Na+:2].[cH:18]1[cH:19][cH:20][cH:21][cH:22][cH:23]1>>[CH2:3]([CH:4]=[CH2:5])[c:6]1[cH:7][c:8]([N:12]2[C:13](=[O:17])[CH2:14][CH2:15]2)[cH:9][cH:10][cH:11]1.